This data is from the Open Reaction Database (ORD), a public repository of structured organic reaction records. The task is: describe an organic reaction: reactants, conditions, products, and yield The reactants are CCOC(=O)CCCNC(=O)Nc1nc(C)c(-c2ccc(S(C)(=O)=O)c(F)c2)s1, CCOC(=O)CCN=C=O, Cc1nc(N)sc1-c1ccc(S(C)(=O)=O)c(-n2ccnc2)c1. The product is CCOC(=O)CCNC(=O)Nc1nc(C)c(-c2ccc(S(C)(=O)=O)c(-n3ccnc3)c2)s1. As a reaction SMILES: [CH2:1]([O:2][C:3](=[O:4])[CH2:5][CH2:6][CH2:7][NH:8][C:9]([NH:10][c:11]1[s:12][c:13](-[c:14]2[cH:15][cH:16][c:17]([S:18]([CH3:19])(=[O:20])=[O:21])[c:22]([F:23])[cH:24]2)[c:25]([CH3:26])[n:27]1)=[O:28])[CH3:29].[CH2:52]([CH3:53])[O:54][C:55]([CH2:56][CH2:57][N:58]=[C:59]=[O:60])=[O:61].[n:30]1(-[c:35]2[cH:36][c:37](-[c:45]3[c:46]([CH3:51])[n:47][c:48]([NH2:50])[s:49]3)[cH:38][cH:39][c:40]2[S:41](=[O:42])(=[O:43])[CH3:44])[cH:31][n:32][cH:33][cH:34]1>>[n:30]1(-[c:35]2[cH:36][c:37](-[c:45]3[c:46]([CH3:51])[n:47][c:48]([NH:50][C:59]([NH:58][CH2:57][CH2:56][C:55]([O:54][CH2:52][CH3:53])=[O:61])=[O:60])[s:49]3)[cH:38][cH:39][c:40]2[S:41](=[O:42])(=[O:43])[CH3:44])[cH:31][n:32][cH:33][cH:34]1. The reactants are [Cl-].[Cl-].[Cl-].[Al+3] (aluminium trichloride), [Cl-].[Cl-].[Cl-].[Al+3] (aluminium trichloride), C(C)(=O)Cl (Acetylchloride), CCCC=1C=CC=CC1 (n-propylbenzene). Solvent: C(=S)=S (carbon disulphide), C(=S)=S (carbon disulphide). Reaction conditions: time 8 hour. Product: CCCC1=CC=C(C=C1)C(=O)C (4-n-propylacetophenone). Reaction SMILES: [Cl-].[Cl-].[Cl-].[Al+3].[C:5](Cl)(=[O:7])[CH3:6].[CH3:9][CH2:10][CH2:11][C:12]1[CH:13]=[CH:14][CH:15]=[CH:16][CH:17]=1>C(=S)=S>[CH3:9][CH2:10][CH2:11][C:12]1[CH:17]=[CH:16][C:15]([C:5]([CH3:6])=[O:7])=[CH:14][CH:13]=1 |f:0.1.2.3|. Reported procedure: Crushed anhydrous aluminium trichloride (1.28 mole) was suspended in dry carbon disulphide (348 ml). Acetylchloride (1.1 mole) and n-propylbenzene (1.0 mole) was dissolved in dry carbon disulphide (348 ml) and added to the suspension of aluminium trichloride under anhydrous conditions. The mixture was then left to stir overnight. The solvent was distilled from the reaction mixture and the viscous residue poured onto crushed ice and stirred for 0.5 hours. The product was extracted into ether and ... RXN SMILES: [CH2:25]([Cl:26])[Cl:27].[CH3:19][CH2:20][CH2:21][CH2:22][CH2:23][CH3:24].[Cl:13][C:14]([C:15]([Cl:16])=[O:17])=[O:18].[nH:1]1[cH:2][c:3]([C:10](=[O:11])[OH:12])[c:4]2[cH:5][cH:6][cH:7][cH:8][c:9]12>>[Cl-:13].[nH:1]1[cH:2][c:3]([C:10](=[O:11])[OH:12])[c:4]2[cH:5][cH:6][cH:7][cH:8][c:9]12. Yields the product [Cl-], O=C(O)c1c[nH]c2ccccc12. Reactants: ClCCl, CCCCCC, O=C(Cl)C(=O)Cl, O=C(O)c1c[nH]c2ccccc12. The reactants are ClCC(=O)Cl (Chloroacetyl chloride), C(=O)([O-])[O-].[K+].[K+] (K2CO3), ice, NC(C(CO)(F)F)(C)C1=C(C=CC(=C1)Br)F (3-amino-3-(5-bromo-2-fluorophenyl)-2,2-difluorobutan-1-ol), C(=O)([O-])[O-].[Na+].[Na+] (Na2CO3). The solvent is C(Cl)Cl (DCM), CO (MeOH), C(Cl)Cl (DCM). Run at time 10 minute. Product: BrC=1C=CC(=C(C1)C(C)(C(CO)(F)F)NC(CCl)=O)F (N-(2-(5-bromo-2-fluorophenyl)-3,3-difluoro-4-hydroxybutan-2-yl)-2-chloroacetamide). As a reaction SMILES: [NH2:1][C:2]([C:9]1[CH:14]=[C:13]([Br:15])[CH:12]=[CH:11][C:10]=1[F:16])([CH3:8])[C:3]([F:7])([F:6])[CH2:4][OH:5].C([O-])([O-])=O.[Na+].[Na+].[Cl:23][CH2:24][C:25](Cl)=[O:26].C([O-])([O-])=O.[K+].[K+]>C(Cl)Cl.CO>[Br:15][C:13]1[CH:12]=[CH:11][C:10]([F:16])=[C:9]([C:2]([NH:1][C:25](=[O:26])[CH2:24][Cl:23])([C:3]([F:6])([F:7])[CH2:4][OH:5])[CH3:8])[CH:14]=1 |f:1.2.3,5.6.7|. Procedure details: To an ice cooled solution of 3-amino-3-(5-bromo-2-fluorophenyl)-2,2-difluorobutan-1-ol (3.1 g, 10.4 mmol), in DCM (60 ml) was added aqueous Na2CO3 (2.74 g, 25.8 mmol in 7.0 mL H2O) and stirred for 10 min. Chloroacetyl chloride (0.986 ml, 11.4 mmol) was then added to the resultant reaction mixture and stirring continued for 30 min at 0° C. Upon formation of the new product by TLC analysis, K2CO3 (1.5 g, 10.4 mmol) in MeOH (17 mL) was added to the reaction mixture and stirred at rt for 30 min. The... Starting materials: C(CCC)[Sn](C=1N=CN(C1)C1=NC(=CC(=C1)C(F)(F)F)C1=CC=C(C=C1)C(F)(F)F)(CCCC)CCCC (2-(4-tributylstannanyl-imidazol-1-yl)-4-trifluoromethyl-6-(4-trifluoromethyl-phenyl)-pyridine), C(C)(C)(C)NS(=O)(=O)C1=CN=C(S1)Cl (2-chloro-thiazole-5-sulfonic acid tert-butylamide), CCCCCCC (heptane). Reagents/catalysts: C=1C=CC(=CC1)[P](C=2C=CC=CC2)(C=3C=CC=CC3)[Pd]([P](C=4C=CC=CC4)(C=5C=CC=CC5)C=6C=CC=CC6)([P](C=7C=CC=CC7)(C=8C=CC=CC8)C=9C=CC=CC9)[P](C=1C=CC=CC1)(C=1C=CC=CC1)C=1C=CC=CC1 (tetrakis(triphenylphosphine)palladium). Run in C1(=CC=CC=C1)C (toluene), C1(=CC=CC=C1)C (toluene). Reaction conditions: time 30 minute. Yields the product C(C)(C)(C)NS(=O)(=O)C1=CN=C(S1)C=1N=CN(C1)C1=NC(=CC(=C1)C(F)(F)F)C1=CC=C(C=C1)C(F)(F)F (2-{1-[4-Trifluoromethyl-6-(4-trifluoromethyl-phenyl)-pyridin-2-yl]-1H-imidazol-4-yl}-thiazole-5-sulfonic acid tert-butylamide). Yield: 69.7%. As a reaction SMILES: C([Sn](CCCC)(CCCC)[C:6]1[N:7]=[CH:8][N:9]([C:11]2[CH:16]=[C:15]([C:17]([F:20])([F:19])[F:18])[CH:14]=[C:13]([C:21]3[CH:26]=[CH:25][C:24]([C:27]([F:30])([F:29])[F:28])=[CH:23][CH:22]=3)[N:12]=2)[CH:10]=1)CCC.[C:39]([NH:43][S:44]([C:47]1[S:51][C:50](Cl)=[N:49][CH:48]=1)(=[O:46])=[O:45])([CH3:42])([CH3:41])[CH3:40].CCCCCCC>C1(C)C=CC=CC=1.C1C=CC([P]([Pd]([P](C2C=CC=CC=2)(C2C=CC=CC=2)C2C=CC=CC=2)([P](C2C=CC=CC=2)(C2C=CC=CC=2)C2C=CC=CC=2)[P](C2C=CC=CC=2)(C2C=CC=CC=2)C2C=CC=CC=2)(C2C=CC=CC=2)C2C=CC=CC=2)=CC=1>[C:39]([NH:43][S:44]([C:47]1[S:51][C:50]([C:6]2[N:7]=[CH:8][N:9]([C:11]3[CH:16]=[C:15]([C:17]([F:20])([F:18])[F:19])[CH:14]=[C:13]([C:21]4[CH:22]=[CH:23][C:24]([C:27]([F:30])([F:28])[F:29])=[CH:25][CH:26]=4)[N:12]=3)[CH:10]=2)=[N:49][CH:48]=1)(=[O:45])=[O:46])([CH3:42])([CH3:40])[CH3:41] |^1:70,72,91,110|. Procedure: A stirred mixture of 2-(4-tributylstannanyl-imidazol-1-yl)-4-trifluoromethyl-6-(4-trifluoromethyl-phenyl)-pyridine (Example G.11) (0.575 g, 0.76 mmol), 2-chloro-thiazole-5-sulfonic acid tert-butylamide (Example H.1) (0.227 g, 0.85 mmol), tetrakis(triphenylphosphine)palladium (0.051 g, 0.038 mmol) in toluene (5 mL) was heated under reflux conditions for 4 h. Cooled to rt, some precipitate occurred, diluted with toluene (˜5 mL), placed in freezer for 30 min, added heptane (total volume: 25 mL), fi...